From a dataset of the Open Reaction Database (ORD), a public repository of structured organic reaction records. describe an organic reaction: reactants, conditions, products, and yield As a reaction SMILES: [Al+3:11].[Cl-:10].[Cl-:8].[Cl-:9].[Cl:12][C:13](=[O:14])[CH2:15][CH2:16][CH2:17][C:18](=[O:19])[O:20][CH3:21].[Cl:1][c:2]1[cH:3][cH:4][cH:5][cH:6][cH:7]1.[Cl:23][CH2:24][CH2:25][Cl:26].[ClH:22]>>[Cl:1][c:2]1[cH:3][cH:4][c:5]([C:13](=[O:14])[CH2:15][CH2:16][CH2:17][C:18](=[O:19])[O:20][CH3:21])[cH:6][cH:7]1. Reactants: [Al+3], [Cl-], [Cl-], [Cl-], COC(=O)CCCC(=O)Cl, Clc1ccccc1, ClCCCl, Cl. Yields the product COC(=O)CCCC(=O)c1ccc(Cl)cc1.